Dataset: the Open Reaction Database (ORD), a public repository of structured organic reaction records. Task: describe an organic reaction: reactants, conditions, products, and yield The reactants are S(=O)(=O)(C1=CC=C(C)C=C1)N1C2=CC=CC=C2C=2C=C(C=CC12)N1C2=C(C3=CC=CC=C13)C=CC=N2 (9-(9-tosyl-carbazol-3-yl)-pyrido[2,3-b]indole), [OH-].[Na+] (NaOH). Run in C1CCOC1 (THF), C(C)O (ethanol), O (water). Product: C1=CC(=CC=2C3=CC=CC=C3NC12)N1C2=C(C3=CC=CC=C13)C=CC=N2 (9-(9H-carbazol-3-yl)-9H-pyrido[2,3-b]indole). Isolated yield 70.9%. RXN SMILES: S([N:11]1[C:23]2[CH:22]=[CH:21][C:20]([N:24]3[C:32]4[C:27](=[CH:28][CH:29]=[CH:30][CH:31]=4)[C:26]4[CH:33]=[CH:34][CH:35]=[N:36][C:25]3=4)=[CH:19][C:18]=2[C:17]2[C:12]1=[CH:13][CH:14]=[CH:15][CH:16]=2)(C1C=CC(C)=CC=1)(=O)=O.[OH-].[Na+]>C1COCC1.C(O)C.O>[CH:22]1[C:23]2[NH:11][C:12]3[C:17](=[CH:16][CH:15]=[CH:14][CH:13]=3)[C:18]=2[CH:19]=[C:20]([N:24]2[C:32]3[C:27](=[CH:28][CH:29]=[CH:30][CH:31]=3)[C:26]3[CH:33]=[CH:34][CH:35]=[N:36][C:25]2=3)[CH:21]=1 |f:1.2|. Reported procedure: A mixture solution of 9-(9-tosyl-carbazol-3-yl)-pyrido[2,3-b]indole (9.9 g, 20.30 mmol) and NaOH (8.12 g, 203 mmol) in THF (100 mL), ethanol (50 mL) and water (50 mL) was refluxed over weekend. After cooling to room temperature, the white solid was obtained by filtration, and washed successively with water, ethanol, DCM and ethanol to yield the 9-(9H-carbazol-3-yl)-9H-pyrido[2,3-b]indole (4.8 g). The solvent is CN(C(C)=O)C (N,N-dimethylacetamide). The reactants are ClC1=CC=C(C=C1)OC(N(C)C[C@@H]1CC[C@H](CC1)COCCCCBr)=O (trans-[4-(4-bromo-butoxymethyl)-cyclohexylmethyl]-methyl-carbamic acid 4-chloro-phenyl ester), N1CCCC1 (pyrrolidine). Procedure details: In analogy to the method described in example 12.1, trans-[4-(4-bromo-butoxymethyl)-cyclohexylmethyl]-methyl-carbamic acid 4-chloro-phenyl ester was reacted with pyrrolidine in N,N-dimethylacetamide at 50° C. for 2 hours to yield trans-methyl-[4-(4-pyrrolidin-1-yl-butoxymethyl)-cyclohexylmethyl]-carbamic acid 4-chloro-phenyl ester as colorless viscous oil, MS: 437 (MH+, 1Cl). Reaction SMILES: [Cl:1][C:2]1[CH:7]=[CH:6][C:5]([O:8][C:9](=[O:26])[N:10]([CH2:12][C@H:13]2[CH2:18][CH2:17][C@H:16]([CH2:19][O:20][CH2:21][CH2:22][CH2:23][CH2:24]Br)[CH2:15][CH2:14]2)[CH3:11])=[CH:4][CH:3]=1.[NH:27]1[CH2:31][CH2:30][CH2:29][CH2:28]1>CN(C)C(=O)C>[Cl:1][C:2]1[CH:7]=[CH:6][C:5]([O:8][C:9](=[O:26])[N:10]([CH3:11])[CH2:12][C@H:13]2[CH2:18][CH2:17][C@H:16]([CH2:19][O:20][CH2:21][CH2:22][CH2:23][CH2:24][N:27]3[CH2:31][CH2:30][CH2:29][CH2:28]3)[CH2:15][CH2:14]2)=[CH:4][CH:3]=1. The product is ClC1=CC=C(C=C1)OC(N(C[C@@H]1CC[C@H](CC1)COCCCCN1CCCC1)C)=O (trans-methyl-[4-(4-pyrrolidin-1-yl-butoxymethyl)-cyclohexylmethyl]-carbamic acid 4-chloro-phenyl ester). The reactants are ice water, FC1=C(C=CC(=C1)S(=O)(=O)C)O (2-fluoro-4-methanesulfonyl-phenol), C(C)(C)OC(=O)N1CCC(CC1)OC1=NC=NC(=C1C)Cl (4-(6-chloro-5-methyl-pyrimidin-4-yloxy)-piperidine-1-carboxylic acid isopropyl ester), [I-].[K+] (potassium iodide), C([O-])([O-])=O.[K+].[K+] (potassium carbonate). Solvent: CS(=O)C (DMSO). Reaction conditions: temperature 130 celsius, time 8 hour. Product: C(C)(C)OC(=O)N1CCC(CC1)OC1=NC=NC(=C1C)OC1=C(C=C(C=C1)S(=O)(=O)C)F (4-[6-(2-fluoro-4-methanesulfonyl-phenoxy)-5-methyl-pyrimidin-4-yloxy]-piperidine-1-carboxylic Acid Isopropyl Ester). Yield: 80.0%. RXN SMILES: [F:1][C:2]1[CH:7]=[C:6]([S:8]([CH3:11])(=[O:10])=[O:9])[CH:5]=[CH:4][C:3]=1[OH:12].[CH:13]([O:16][C:17]([N:19]1[CH2:24][CH2:23][CH:22]([O:25][C:26]2[C:31]([CH3:32])=[C:30](Cl)[N:29]=[CH:28][N:27]=2)[CH2:21][CH2:20]1)=[O:18])([CH3:15])[CH3:14].[I-].[K+].C(=O)([O-])[O-].[K+].[K+]>CS(C)=O>[CH:13]([O:16][C:17]([N:19]1[CH2:24][CH2:23][CH:22]([O:25][C:26]2[C:31]([CH3:32])=[C:30]([O:12][C:3]3[CH:4]=[CH:5][C:6]([S:8]([CH3:11])(=[O:9])=[O:10])=[CH:7][C:2]=3[F:1])[N:29]=[CH:28][N:27]=2)[CH2:21][CH2:20]1)=[O:18])([CH3:15])[CH3:14] |f:2.3,4.5.6|. Procedure: 2-Fluoro-4-methanesulfonyl-phenol (4) (1.33 g, 7.01 mmol) and 4-(6-chloro-5-methyl-pyrimidin-4-yloxy)-piperidine-1-carboxylic acid isopropyl ester (3) (2.00 g, 6.39 mmol) were dissolved in DMSO (10 mL). To the resulting solution, potassium iodide (0.21 g, 1.27 mmol) and potassium carbonate (0.97 g, 7.01 mmol) were added. The resulting mixture was heated to 130° C. and stirred overnight. The crude was cooled to room temperature, poured into ice water (150 mL) and stirred for 2 h. The precipitate ...